From a dataset of the Open Reaction Database (ORD), a public repository of structured organic reaction records. describe an organic reaction: reactants, conditions, products, and yield Starting materials: C(C#C)O[C@@H]1[C@]2(C)[C@@H](CC1)[C@@H]1CC[C@H]3CC(CC[C@]3(C)[C@H]1CC2)=O (17β-(2-propynyloxy)-5α-androstan-3-one), [Li]C (MeLi), crude product. Run in TBF, C(Cl)Cl (CH2Cl2). Run at temperature -70 celsius, time 0.5 hour. Yields the product O[C@]1(C[C@@H]2CC[C@H]3[C@@H]4CC[C@@H]([C@@]4(C)CC[C@@H]3[C@]2(CC1)C)OCC#C)C (3α-hydroxy-3β-methyl-17β-(2-propynyloxy)-5α-androstane). Yield: 16.6%. RXN SMILES: [CH2:1]([O:4][C@H:5]1[CH2:10][CH2:9][C@H:8]2[C@H:11]3[C@H:21]([CH2:22][CH2:23][C@:6]12[CH3:7])[C@:19]1([CH3:20])[C@H:14]([CH2:15][C:16](=[O:24])[CH2:17][CH2:18]1)[CH2:13][CH2:12]3)[C:2]#[CH:3].[Li][CH3:26]>C(Cl)Cl>[OH:24][C@:16]1([CH3:26])[CH2:17][CH2:18][C@@:19]2([CH3:20])[C@@H:14]([CH2:13][CH2:12][C@@H:11]3[C@@H:21]2[CH2:22][CH2:23][C@@:6]2([CH3:7])[C@H:8]3[CH2:9][CH2:10][C@@H:5]2[O:4][CH2:1][C:2]#[CH:3])[CH2:15]1. Reported procedure: A solution of 17β-(2-propynyloxy)-5α-androstan-3-one (230 mg, 0.7 mmol) in dry TBF (20 mL) was treated with MeLi (5 mL, 1M in THF, 5 mmol) at -70° C. After stirring the mixture at -70° C. for 0.5 hr, the cooling bath was removed and it was warmed to 10° C. The mixture was then quenched with NH4Cl solution (5 mL). The solvents were removed and the residue was extracted with EtOAc. The organic layer was washed with water, and brine. After drying over anhyd. MgSO4 the solution was filtered and evap... The reactants are ClC=1C(=NC=C(C1)Cl)F (3,5-dichloro-2-fluoropyridine), C1(CC1)N1N=CC2=CC(=CC=C12)CNS(=O)(=O)C1=CC=C(C(=O)OC)C=C1 (methyl 4-(N-((1-cyclopropyl-1H-indazol-5-yl)methyl)sulfamoyl)benzoate). Yields the product C1(CC1)N1N=CC2=CC(=CC=C12)CN(S(=O)(=O)C1=CC=C(C(=O)OC)C=C1)C1=NC=C(C=C1Cl)Cl (Methyl 4-(N-((1-cyclopropyl-1H-indazol-5-yl)methyl)-N-(3,5-dichloropyridin-2-yl)sulfamoyl)benzoate). As a reaction SMILES: [Cl:1][C:2]1[C:3](F)=[N:4][CH:5]=[C:6]([Cl:8])[CH:7]=1.[CH:10]1([N:13]2[C:21]3[C:16](=[CH:17][C:18]([CH2:22][NH:23][S:24]([C:27]4[CH:36]=[CH:35][C:30]([C:31]([O:33][CH3:34])=[O:32])=[CH:29][CH:28]=4)(=[O:26])=[O:25])=[CH:19][CH:20]=3)[CH:15]=[N:14]2)[CH2:12][CH2:11]1>>[CH:10]1([N:13]2[C:21]3[C:16](=[CH:17][C:18]([CH2:22][N:23]([C:3]4[C:2]([Cl:1])=[CH:7][C:6]([Cl:8])=[CH:5][N:4]=4)[S:24]([C:27]4[CH:36]=[CH:35][C:30]([C:31]([O:33][CH3:34])=[O:32])=[CH:29][CH:28]=4)(=[O:26])=[O:25])=[CH:19][CH:20]=3)[CH:15]=[N:14]2)[CH2:12][CH2:11]1. Procedure: The titled compound was prepared according to the procedure described in step-2 of Example 1 from 3,5-dichloro-2-fluoropyridine and methyl 4-(N-((1-cyclopropyl-1H-indazol-5-yl)methyl)sulfamoyl)benzoate (step-5 of Example 28).